Dataset: the Open Reaction Database (ORD), a public repository of structured organic reaction records. Task: describe an organic reaction: reactants, conditions, products, and yield The reactants are FC1=C(C(=C(C=C1F)F)F)CC(=O)O (2,3,5,6-tetrafluorophenylacetic acid), [NH2-].[Na+] (sodium amide), phenylalkanoic acid, N (ammonia), [NH2-].[Na+] (sodium amide), (4-halobenzoyl)alkanoic acids, FC1=C(C(=O)CC(=O)OCC)C(=C(C(=C1F)F)F)F (ethyl 2,3,4,5,6-pentafluorobenzoylacetate), alkanoic acids, esters, NC1=C(C(=C(C(=C1F)F)CC(=O)O)F)F (4-amino-2,3,5,6-tetrafluorophenylacetic acid). Product: esters, C(C)OC(CC(C1=C(C(=C(C(=C1F)F)N)F)F)=O)=O (ethyl(4-amino-2,3,5,6-tetrafluorobenzoyl)acetate). RXN SMILES: FC1C(F)=CC(F)=C(F)C=1CC(O)=O.[NH2:15]C1C(F)=C(F)C(CC(O)=O)=C(F)C=1F.N.[NH2-].[Na+].[F:33][C:34]1[C:47]([F:48])=[C:46](F)[C:45]([F:50])=[C:44]([F:51])[C:35]=1[C:36]([CH2:38][C:39]([O:41][CH2:42][CH3:43])=[O:40])=[O:37]>>[CH2:42]([O:41][C:39](=[O:40])[CH2:38][C:36](=[O:37])[C:35]1[C:34]([F:33])=[C:47]([F:48])[C:46]([NH2:15])=[C:45]([F:50])[C:44]=1[F:51])[CH3:43] |f:3.4|. Procedure: The [4-amino(mono- or poly-fluoro)phenyl]alkanoic acids and esters required as intermediates are prepared by a sequence of reactions involving nitration of a suitable phenylalkanoic acid followed by reduction of the nitro group. For example, 2,3,5,6-tetrafluorophenylacetic acid is converted to 4-amino-2,3,5,6-tetrafluorophenylacetic acid by this method. The [4-amino-(mono- or poly-fluoro)benzoyl]alkanoic acids and esters are prepared by the reaction of ammonia or sodium amide with (4-halobenzoyl... Starting materials: O=C(c1ccccc1)c1nc2ccccc2[nH]1, [Li]CCCC, C[Si](C)(C)C(C(N)=O)[Si](C)(C)C, CC(C)S(=O)(=O)n1c(N)nc2ccc(C(=O)c3ccccc3)cc21, Cl, C1CCOC1, O. Yields the product CC(C)S(=O)(=O)n1c(N)nc2ccc(C(O)(CC(N)=O)c3ccccc3)cc21. Reaction SMILES: [C:42]([c:43]1[nH:44][c:45]2[cH:46][cH:47][cH:48][cH:49][c:50]2[n:51]1)(=[O:52])[c:53]1[cH:54][cH:55][cH:56][cH:57][cH:58]1.[CH2:13]([Li:14])[CH2:15][CH2:16][CH3:17].[CH3:1][Si:2]([CH:5]([Si:3]([CH3:4])([CH3:9])[CH3:10])[C:6](=[O:7])[NH2:8])([CH3:11])[CH3:12].[CH:18]([CH3:19])([CH3:20])[S:21](=[O:22])(=[O:23])[n:24]1[c:25]([NH2:41])[n:26][c:27]2[c:28]1[cH:29][c:30]([C:33]([c:34]1[cH:35][cH:36][cH:37][cH:38][cH:39]1)=[O:40])[cH:31][cH:32]2.[ClH:59].[O:61]1[CH2:62][CH2:63][CH2:64][CH2:65]1.[OH2:60]>>[CH2:5]([C:6](=[O:7])[NH2:8])[C:33]([c:30]1[cH:29][c:28]2[n:24]([S:21]([CH:18]([CH3:19])[CH3:20])(=[O:22])=[O:23])[c:25]([NH2:41])[n:26][c:27]2[cH:32][cH:31]1)([c:34]1[cH:35][cH:36][cH:37][cH:38][cH:39]1)[OH:40]. Reactants: CNC, Cc1ccccc1, O=S([O-])C(F)(F)F, N#Cc1cc(N)n(-c2cc3c(cc2F)C(F)(F)OC3(F)F)n1, [Na+], O, Cc1ccc(S(=O)(=O)O)cc1, O=S(Cl)Cl. Yields the product N#Cc1nn(-c2cc3c(cc2F)C(F)(F)OC3(F)F)c(N)c1SC(F)(F)F. As a reaction SMILES: [CH3:42][NH:43][CH3:44].[CH3:49][c:50]1[cH:51][cH:52][cH:53][cH:54][cH:55]1.[F:23][C:24]([S:25]([O-:26])=[O:27])([F:28])[F:29].[NH2:1][c:2]1[cH:3][c:4]([C:21]#[N:22])[n:5][n:6]1-[c:7]1[cH:8][c:9]2[c:13]([cH:14][c:15]1[F:16])[C:12]([F:17])([F:18])[O:11][C:10]2([F:19])[F:20].[Na+:30].[OH2:56].[OH:31][S:32]([c:33]1[cH:34][cH:35][c:36]([CH3:37])[cH:38][cH:39]1)(=[O:40])=[O:41].[S:45]([Cl:46])([Cl:47])=[O:48]>>[NH2:1][c:2]1[c:3]([S:25][C:24]([F:23])([F:28])[F:29])[c:4]([C:21]#[N:22])[n:5][n:6]1-[c:7]1[cH:8][c:9]2[c:13]([cH:14][c:15]1[F:16])[C:12]([F:17])([F:18])[O:11][C:10]2([F:19])[F:20]. Reactants: C(C)OC(=O)[C@H]1COC2=C(O1)C=CC(=C2)C[C@@H](C)NC[C@@H](COC2=CC(=C(C=C2)OCOC)NS(=O)(=O)C)O (6-[2-(R)-[2-(S)-hydroxy-3-[3-methanesulfonamido-4-(methoxymethoxy)phenoxy]propylamino]propyl]-2,3-dihydro-1,4-benzodioxine-2-(R)-carboxylic acid ethyl ester), Cl (HCl). The product is O[C@@H](CN[C@@H](CC1=CC2=C(O[C@H](CO2)C(=O)O)C=C1)C)COC1=CC(=C(C=C1)O)NS(=O)(=O)C (6-[2-(R)-[2-(S)-Hydroxy-3-(4-hydroxy-3-methanesulfonamidophenoxy)propylamino]propyl]-2,3-dihydro-1,4-benzodioxine-2-(R)-carboxylic acid). Isolated yield 62.0%. RXN SMILES: C([O:3][C:4]([C@@H:6]1[O:11][C:10]2[CH:12]=[CH:13][C:14]([CH2:16][C@H:17]([NH:19][CH2:20][C@H:21]([OH:39])[CH2:22][O:23][C:24]3[CH:29]=[CH:28][C:27]([O:30]COC)=[C:26]([NH:34][S:35]([CH3:38])(=[O:37])=[O:36])[CH:25]=3)[CH3:18])=[CH:15][C:9]=2[O:8][CH2:7]1)=[O:5])C.Cl>>[OH:39][C@H:21]([CH2:22][O:23][C:24]1[CH:29]=[CH:28][C:27]([OH:30])=[C:26]([NH:34][S:35]([CH3:38])(=[O:36])=[O:37])[CH:25]=1)[CH2:20][NH:19][C@H:17]([CH3:18])[CH2:16][C:14]1[CH:13]=[CH:12][C:10]2[O:11][C@@H:6]([C:4]([OH:5])=[O:3])[CH2:7][O:8][C:9]=2[CH:15]=1. Procedure details: A solution of 6-[2-(R)-[2-(S)-hydroxy-3-[3-methanesulfonamido-4-(methoxymethoxy)phenoxy]propylamino]propyl]-2,3-dihydro-1,4-benzodioxine-2-(R)-carboxylic acid ethyl ester (220 mg) obtained in Example 1 in 1N—HCl (9 mL) was stirred under reflux for 3 hours. After allowing to cool to room temperature, it was concentrated to dryness under reduced pressure. The residue was dissolved in water/acetonitrile=1/1(v/v) (10 mL) and the pH was adjusted to 6.0 by addition of saturated aqueous sodium bicarbon... Starting materials: CC(=O)C (acetone), [C@@H]12[C@@H](CCCC1)C(=O)OC2=O (cis-1,2-cyclohexane dicarboxylic anhydride), C(C(=C)C)(=O)O (methacrylic acid), 4-(dimethylamine) pyridine. Solvent: O (water). Reaction conditions: time 1 hour. Yields the product C(C(=C)C)(=O)OCCOC(=O)C1C(CCCC1)C(=O)O (2-[2-(methacryloyloxy)ethoxycarbonyl]cyclohexane carboxylic acid). RXN SMILES: C[C:2]([CH3:4])=[O:3].[C@@H:5]12[C:14](=[O:15])[O:13][C:11](=[O:12])[C@@H:6]1[CH2:7][CH2:8][CH2:9][CH2:10]2.[C:16]([OH:21])(=[O:20])[C:17]([CH3:19])=[CH2:18]>O>[C:16]([O:21][CH2:4][CH2:2][O:3][C:11]([CH:6]1[CH2:7][CH2:8][CH2:9][CH2:10][CH:5]1[C:14]([OH:13])=[O:15])=[O:12])(=[O:20])[C:17]([CH3:19])=[CH2:18]. Reported procedure: Into acetone (1,000 ml) were dissolved cis-1,2-cyclohexane dicarboxylic anhydride (308.3 g), methacrylic acid (2-hydroxyethyl) (273.3 g) and 4-(dimethylamine) pyridine (4.9 g), and heated for 5 hours under reflux. After acetone had been distilled off under reduced pressure, 1N hydrochloric acid (500 ml) and ethyl acetate (2,000 ml) were added thereto so that an extracting process was carried out. After the organic layer had been washed with saturated saline solution (500 ml) twice, to this was a...